Dataset: the Open Reaction Database (ORD), a public repository of structured organic reaction records. Task: describe an organic reaction: reactants, conditions, products, and yield Reactants: [Br-], C[Mg+], Clc1nc(Cl)nc(Cl)n1, C1CCOC1. The product is Cc1nc(Cl)nc(Cl)n1. As a reaction SMILES: [Br-:1].[CH3:2][Mg+:3].[Cl:4][c:5]1[n:6][c:7]([Cl:8])[n:9][c:10]([Cl:11])[n:12]1.[O:13]1[CH2:14][CH2:15][CH2:16][CH2:17]1>>[CH3:2][c:7]1[n:6][c:5]([Cl:4])[n:12][c:10]([Cl:11])[n:9]1. Starting materials: IC=1OC=C(N1)C1=C(CNC(OC(C)(C)C)=O)C=CC=C1 (tert-butyl 2-(2-iodooxazol-4-yl)benzylcarbamate). The reagents and catalysts are [Pd] (Pd/C). The solvent is CCO (EtOH). Yields the product O1C=NC(=C1)C1=C(CNC(OC(C)(C)C)=O)C=CC=C1 (tert-butyl 2-(oxazol-4-yl)benzylcarbamate). As a reaction SMILES: I[C:2]1[O:3][CH:4]=[C:5]([C:7]2[CH:21]=[CH:20][CH:19]=[CH:18][C:8]=2[CH2:9][NH:10][C:11](=[O:17])[O:12][C:13]([CH3:16])([CH3:15])[CH3:14])[N:6]=1>CCO.[Pd]>[O:3]1[CH:4]=[C:5]([C:7]2[CH:21]=[CH:20][CH:19]=[CH:18][C:8]=2[CH2:9][NH:10][C:11](=[O:17])[O:12][C:13]([CH3:16])([CH3:15])[CH3:14])[N:6]=[CH:2]1. Procedure: Hydrogenolysis of the tert-butyl 2-(2-iodooxazol-4-yl)benzylcarbamate was performed using H-Cube, 10% Pd/C, full H2 Mode, at 25° in EtOH. Following completion the reaction was concentrated and the residue was purified via Biotage (0% to 10% gradient; EtOAc:Hex; 50 g-HP-silica gel column). Obtained 200 mg of tert-butyl 2-(oxazol-4-yl)benzylcarbamate. 1H NMR (400 MHz, CHLOROFORM-d) δ ppm 1.47 (s, 9H) 4.39 (s, 2H) 7.36 (ddd, J=7.26, 5.37, 1.77 Hz, 2H) 7.48-7.65 (m, 2H) 7.89 (d, J=1.01 Hz, 1H) 8.00 ... The reactants are COC(=O)C(Cc1c(Br)n(C(=O)OC(C)(C)C)c2cc(Br)c(OC)cc12)NC(C)=O, CO, ClC(Cl)Cl, ClC(Cl)Cl, O=C(O)C(F)(F)F. Yields the product COC(=O)C(Cc1c(Br)[nH]c2cc(Br)c(OC)cc12)NC(C)=O. As a reaction SMILES: [CH3:1][O:2][C:3]([CH:4]([NH:5][C:6]([CH3:7])=[O:8])[CH2:9][c:10]1[c:11]([Br:29])[n:12]([C:22]([O:23][C:24]([CH3:25])([CH3:26])[CH3:27])=[O:28])[c:13]2[cH:14][c:15]([Br:21])[c:16]([O:19][CH3:20])[cH:17][c:18]12)=[O:30].[CH3:38][OH:39].[CH:40]([Cl:41])([Cl:42])[Cl:43].[CH:44]([Cl:45])([Cl:46])[Cl:47].[OH:31][C:32]([C:33]([F:34])([F:35])[F:36])=[O:37]>>[CH3:1][O:2][C:3]([CH:4]([NH:5][C:6]([CH3:7])=[O:8])[CH2:9][c:10]1[c:11]([Br:29])[nH:12][c:13]2[cH:14][c:15]([Br:21])[c:16]([O:19][CH3:20])[cH:17][c:18]12)=[O:30]. Starting materials: C(C)(C)N(C(C)C)CC (N,N-Diisopropylethylamine), COC1=C2C(=C(N=C1)C=1C=NC=NC1)NC=C2C(C(=O)O)=O (2-(4-methoxy-7-(pyrimidin-5-yl)-1H-pyrrolo[2,3-c]pyridin-3-yl)-2-oxoacetic acid), Cl.C1(=CC=CC=C1)N1N=NN=C1N1CCNCC1 (1-(1-phenyl-1H-tetrazol-5-yl)piperazine hydrochloride), F[B-](F)(F)F.N1(N=NC2=C1C=CC=C2)OC(=[N+](C)C)N(C)C (2-(1H-Benzotriazol-1-yl)-1,1,3,3-tetramethyluronium tetrafluoroborate). Solvent: CN(C)C=O (DMF), C(Cl)Cl (CH2Cl2). Reaction conditions: time 4 hour. Product: COC1=C2C(=C(N=C1)C=1C=NC=NC1)NC=C2C(C(=O)N2CCN(CC2)C2=NN=NN2C2=CC=CC=C2)=O (1-(4-methoxy-7-(pyrimidin-5-yl)-1H-pyrrolo[2,3-c]pyridin-3-yl)-2-(4-(1-phenyl-1H-tetrazol-5-yl)piperazin-1-yl)ethane-1,2-dione). Yield: 13.2%. As a reaction SMILES: [CH3:1][O:2][C:3]1[CH:8]=[N:7][C:6]([C:9]2[CH:10]=[N:11][CH:12]=[N:13][CH:14]=2)=[C:5]2[NH:15][CH:16]=[C:17]([C:18](=[O:22])[C:19]([OH:21])=O)[C:4]=12.Cl.[C:24]1([N:30]2[C:34]([N:35]3[CH2:40][CH2:39][NH:38][CH2:37][CH2:36]3)=[N:33][N:32]=[N:31]2)[CH:29]=[CH:28][CH:27]=[CH:26][CH:25]=1.F[B-](F)(F)F.N1(OC(N(C)C)=[N+](C)C)C2C=CC=CC=2N=N1.C(N(CC)C(C)C)(C)C>CN(C=O)C.C(Cl)Cl>[CH3:1][O:2][C:3]1[CH:8]=[N:7][C:6]([C:9]2[CH:10]=[N:11][CH:12]=[N:13][CH:14]=2)=[C:5]2[NH:15][CH:16]=[C:17]([C:18](=[O:22])[C:19]([N:38]3[CH2:39][CH2:40][N:35]([C:34]4[N:30]([C:24]5[CH:29]=[CH:28][CH:27]=[CH:26][CH:25]=5)[N:31]=[N:32][N:33]=4)[CH2:36][CH2:37]3)=[O:21])[C:4]=12 |f:1.2,3.4|. Procedure: To a suspension of 2-(4-methoxy-7-(pyrimidin-5-yl)-1H-pyrrolo[2,3-c]pyridin-3-yl)-2-oxoacetic acid (50 mg, 0.168 mmol), 1-(1-phenyl-1H-tetrazol-5-yl)piperazine hydrochloride (40.2 mg, 0.151 mmol) and 2-(1H-Benzotriazol-1-yl)-1,1,3,3-tetramethyluronium tetrafluoroborate (59.2 mg, 0.184 mmol) in DMF (1 ml) was added N,N-Diisopropylethylamine (0.146 ml, 0.838 mmol). The mixture was stirred at room temperature for 4 hours. The mixture was diluted with 150 ml of CH2Cl2 and washed with 5% NaHCO3 (30 m... The reactants are FC1=C(C=CC(=C1)I)NC1=C(C(=O)O)C=CN=C1 (3-[(2-fluoro-4-iodophenyl)amino]isonicotinic acid), FC1=C(C=CC(=C1)I)NC1=C(C(=O)O)C=CN=C1 (3-[(2-fluoro-4-iodophenyl)amino]isonicotinic acid), C1(CC1)N (cyclopropylamine). The product is C1(CC1)NC(C1=C(C=NC=C1)NC1=C(C=C(C=C1)I)F)=O (N-cyclopropyl-3-[(2-fluoro-4-iodophenyl)amino]isonicotinamide). RXN SMILES: [F:1][C:2]1[CH:7]=[C:6]([I:8])[CH:5]=[CH:4][C:3]=1[NH:9][C:10]1[CH:18]=[N:17][CH:16]=[CH:15][C:11]=1[C:12]([OH:14])=O.[CH:19]1([NH2:22])[CH2:21][CH2:20]1>>[CH:19]1([NH:22][C:12](=[O:14])[C:11]2[CH:15]=[CH:16][N:17]=[CH:18][C:10]=2[NH:9][C:3]2[CH:4]=[CH:5][C:6]([I:8])=[CH:7][C:2]=2[F:1])[CH2:21][CH2:20]1. Procedure details: N-cyclopropyl-3-[(2-fluoro-4-iodophenyl)amino]isonicotinamide was synthesized according to the procedure for General Method 1, outlined above, starting with 0.2 mmol of 3-[(2-fluoro-4-iodophenyl)amino]isonicotinic acid (intermediate 1) and 0.23 mmol of cyclopropylamine. LC/MS [8.78 min; 398 (M+1)] Reactants: CS(=O)(=NC(C(F)(F)F)=O)C1=CC=C(C=C1)CCC(=O)OC (Methyl 3-{4-[S-methyl-N-(trifluoroacetyl)sulfonimidoyl]phenyl}propanoate), C(=O)([O-])[O-].[K+].[K+] (K2CO3). Solvent: CO (MeOH). Reaction conditions: time 5 minute. The product is CS(=O)(=N)C1=CC=C(C=C1)CCC(=O)OC (Methyl 3-[4-(S-methylsulfonimidoyl)phenyl]propanoate). The yield is 93.3%. RXN SMILES: [CH3:1][S:2]([C:11]1[CH:16]=[CH:15][C:14]([CH2:17][CH2:18][C:19]([O:21][CH3:22])=[O:20])=[CH:13][CH:12]=1)(=[N:4]C(=O)C(F)(F)F)=[O:3].C([O-])([O-])=O.[K+].[K+]>CO>[CH3:1][S:2]([C:11]1[CH:12]=[CH:13][C:14]([CH2:17][CH2:18][C:19]([O:21][CH3:22])=[O:20])=[CH:15][CH:16]=1)(=[NH:4])=[O:3] |f:1.2.3|. Procedure: Methyl 3-{4-[S-methyl-N-(trifluoroacetyl)sulfonimidoyl]phenyl}propanoate (0.200 g, 0.653 mmol) was dissolved in MeOH (3 mL). K2CO3 (0.450 g, 3.27 mmol) was added to the solution, and the resulting suspension was allowed to stir for 5 minutes. The suspension was filtered and the filtrate was concentrated. The residue was dissolved in EtOAc and dried over anhydrous anhydrous Na2SO4(s) to give the title compound (0.147 g, 93%).